From a dataset of the Open Reaction Database (ORD), a public repository of structured organic reaction records. describe an organic reaction: reactants, conditions, products, and yield Procedure details: 1.8 g of hydrangetin (0.01 mole) is acetylated with 1.35 g of 2-chloroacetyl chloride (0.012 mole) by heating at 80° C. in dimethylformamide in the presence of sodium carbonate. After vacuum filtration and evaporation, 7-(2′-chloroacetyloxy)-8-methoxycoumarin (compound A) is isolated by crystallization in ethyl acetate (yield 90%). Product: ClCC(=O)OC1=CC=C2C=CC(OC2=C1OC)=O (7-(2′-chloroacetyloxy)-8-methoxycoumarin), C(C)(=O)OCC (ethyl acetate). The yield is 90.0%. RXN SMILES: [CH3:1][O:2][C:3]1[C:8]2[O:9][C:10]([CH:12]=[CH:13][C:7]=2[CH:6]=[CH:5][C:4]=1[OH:14])=[O:11].[Cl:15][CH2:16][C:17](Cl)=[O:18].C(=O)([O-])[O-].[Na+].[Na+]>CN(C)C=O>[Cl:15][CH2:16][C:17]([O:14][C:4]1[C:3]([O:2][CH3:1])=[C:8]2[C:7]([CH:13]=[CH:12][C:10](=[O:11])[O:9]2)=[CH:6][CH:5]=1)=[O:18].[C:10]([O:9][CH2:8][CH3:7])(=[O:11])[CH3:12] |f:2.3.4|. Starting materials: C([O-])([O-])=O.[Na+].[Na+] (sodium carbonate), COC1=C(C=CC2=C1OC(=O)C=C2)O (hydrangetin), ClCC(=O)Cl (2-chloroacetyl chloride). Run in CN(C=O)C (dimethylformamide). Starting materials: CCCC(C(=O)OCC)c1c(C)nc2nc(Cc3ccccc3)nn2c1Cl, COCCOC, CCN(C(C)C)C(C)C, Cl, O, Cc1ccc(B(O)O)cc1. Yields the product CCCC(C(=O)OCC)c1c(C)nc2nc(Cc3ccccc3)nn2c1-c1ccc(C)cc1. Reaction SMILES: [CH2:1]([c:2]1[cH:3][cH:4][cH:5][cH:6][cH:7]1)[c:8]1[n:9][n:10]2[c:11]([n:12][c:13]([CH3:26])[c:14]([CH:17]([C:18](=[O:19])[O:20][CH2:21][CH3:22])[CH2:23][CH2:24][CH3:25])[c:15]2[Cl:16])[n:27]1.[CH3:49][O:50][CH2:51][CH2:52][O:53][CH3:54].[CH:38]([N:39]([CH:40]([CH3:41])[CH3:42])[CH2:43][CH3:44])([CH3:45])[CH3:46].[ClH:47].[OH2:48].[c:28]1([CH3:37])[cH:29][cH:30][c:31]([B:34]([OH:35])[OH:36])[cH:32][cH:33]1>>[CH2:1]([c:2]1[cH:3][cH:4][cH:5][cH:6][cH:7]1)[c:8]1[n:9][n:10]2[c:11]([n:12][c:13]([CH3:26])[c:14]([CH:17]([C:18](=[O:19])[O:20][CH2:21][CH3:22])[CH2:23][CH2:24][CH3:25])[c:15]2-[c:31]2[cH:30][cH:29][c:28]([CH3:37])[cH:33][cH:32]2)[n:27]1. The reactants are COc1ccc(C(=O)Cl)cc1, C1CCOC1, O=C(O)CC(O)(CC(=O)O)C(=O)O, COc1ccc(CC(=O)c2ccc(OC)cc2)cc1. Yields the product COc1ccc(C(=O)C(C(=O)c2ccc(OC)cc2)c2ccc(OC)cc2)cc1. RXN SMILES: [C:20]([c:21]1[cH:22][cH:23][c:24]([O:27][CH3:28])[cH:25][cH:26]1)(=[O:29])[Cl:30].[CH2:44]1[O:45][CH2:46][CH2:47][CH2:48]1.[OH:31][C:32]([CH2:33][C:34]([C:35](=[O:36])[OH:37])([CH2:38][C:39](=[O:40])[OH:41])[OH:42])=[O:43].[c:1]1([C:9](=[O:10])[CH2:11][c:12]2[cH:13][cH:14][c:15]([O:16][CH3:17])[cH:18][cH:19]2)[cH:2][cH:3][c:4]([O:5][CH3:6])[cH:7][cH:8]1>>[c:1]1([C:9](=[O:10])[CH:11]([c:12]2[cH:13][cH:14][c:15]([O:16][CH3:17])[cH:18][cH:19]2)[C:20]([c:21]2[cH:22][cH:23][c:24]([O:27][CH3:28])[cH:25][cH:26]2)=[O:29])[cH:2][cH:3][c:4]([O:5][CH3:6])[cH:7][cH:8]1. Starting materials: O.O.[Sn](Cl)Cl (tin(II) chloride dihydrate), ClC=1C=CC2=C(C(CCS2)(C#N)O[Si](C)(C)C)C1 (6-chloro-3,4-dihydro-4-(trimethylsiloxy)-2H-1-benzothiopyran-4-carbonitrile), C(C)(=O)O (acetic acid). Solvent: C(Cl)(Cl)Cl (chloroform). The product is ClC=1C=CC2=C(C(CCS2)C(=O)O)C1 (6-Chloro-3,4-dihydro-2H-1-benzothiopyran-4-carboxylic acid). As a reaction SMILES: O.O.[Sn](Cl)Cl.[Cl:6][C:7]1[CH:8]=[CH:9][C:10]2[S:15][CH2:14][CH2:13]C(O[Si](C)(C)C)(C#N)[C:11]=2[CH:23]=1.[C:24]([OH:27])(=[O:26])[CH3:25]>C(Cl)(Cl)Cl>[Cl:6][C:7]1[CH:8]=[CH:9][C:10]2[S:15][CH2:14][CH2:13][CH:25]([C:24]([OH:27])=[O:26])[C:11]=2[CH:23]=1 |f:0.1.2|. Reported procedure: A mixture of tin(II) chloride dihydrate (115.42 g, 0.51 mol) and 6-chloro-3,4-dihydro-4-(trimethylsiloxy)-2H-1-benzothiopyran-4-carbonitrile (37.53 g, 0.126 mol) in 1:1 acetic acid/concentrated hydrochloric acid is heated at reflux under nitrogen for 3 days, cooled to room temperature and diluted with chloroform. The aqueous phase is separated and extracted with chloroform. The organic phase and organic extracts are combined and extracted with 2N sodium hydroxide solution. The combined aqueous e... Yields the product ClC=1C2=C(N=C(N1)C1=CC=NO1)SC(=C2)C (4-chloro-2-(isoxazol-5-yl)-6-methyl-thieno-[2,3-d]-pyrimidine). The reactants are C(#N)C1=CC=NO1 (5-cyanoisoxazole), NC=1SC(=CC1C(=O)OCC)C (2-amino-5-methyl-3-ethoxycarbonyl-thiophene), O=P(Cl)(Cl)Cl (POCl3). Procedure details: With the procedure of Example 477, the reaction of 5-cyanoisoxazole and 2-amino-5-methyl-3-ethoxycarbonyl-thiophene, and the subsequent reaction with POCl3 yields 4-chloro-2-(isoxazol-5-yl)-6-methyl-thieno-[2,3-d]-pyrimidine Reaction SMILES: [C:1]([C:3]1[O:7][N:6]=[CH:5][CH:4]=1)#[N:2].[NH2:8][C:9]1[S:10][C:11]([CH3:19])=[CH:12][C:13]=1[C:14](OCC)=O.O=P(Cl)(Cl)[Cl:22]>>[Cl:22][C:14]1[C:13]2[CH:12]=[C:11]([CH3:19])[S:10][C:9]=2[N:8]=[C:1]([C:3]2[O:7][N:6]=[CH:5][CH:4]=2)[N:2]=1. The reactants are NC1=NNC=C1C(=O)C1=CC=CC=C1 ((3-amino-1H-pyrazol-4-yl)-phenyl-methanone), [H-].[Na+] (sodium hydride), C(C)I (ethyl iodide). The solvent is C(C)(=O)OCC (ethyl acetate), CN(C)C=O (DMF). Run at time 1 hour. Product: NC1=NN(C=C1C(=O)C1=CC=CC=C1)CC ((3-amino-1-ethyl-1H-pyrazol-4-yl)-phenyl-methanone). As a reaction SMILES: [NH2:1][C:2]1[C:6]([C:7]([C:9]2[CH:14]=[CH:13][CH:12]=[CH:11][CH:10]=2)=[O:8])=[CH:5][NH:4][N:3]=1.[H-].[Na+].[CH2:17](I)[CH3:18]>CN(C=O)C.C(OCC)(=O)C>[NH2:1][C:2]1[C:6]([C:7]([C:9]2[CH:10]=[CH:11][CH:12]=[CH:13][CH:14]=2)=[O:8])=[CH:5][N:4]([CH2:17][CH3:18])[N:3]=1 |f:1.2|. Procedure: To a vigorously stirring solution of (3-amino-1H-pyrazol-4-yl)-phenyl-methanone (0.1 g, 0.53 mmol) in dry DMF at RT is added sodium hydride (0.023 g, 0.57 mmol). After 1 h, ethyl iodide (0.042 mL, 0.53 mmol) is added and stirring is continued for 4 h. The reaction mixture is diluted with ethyl acetate, washed with water, brine and dried over anhydrous sodium sulfate. The organic filtrate is concentrated and the crude is chromatographed on silica gel using 50% ethyl acetate in hexanes to provide ... The reactants are FC1=C(C=CC(=C1)C)O (2-fluoro-4-methylphenol), [N+](=O)(O)[O-] (nitric acid). Solvent: ClCCl (dichloromethane). The product is FC1=C(C(=CC(=C1)C)[N+](=O)[O-])O (2-fluoro-4-methyl-6-nitrophenol). Yield: 59.0%. As a reaction SMILES: [F:1][C:2]1[CH:7]=[C:6]([CH3:8])[CH:5]=[CH:4][C:3]=1[OH:9].[N+:10]([O-])([OH:12])=[O:11]>ClCCl>[F:1][C:2]1[CH:7]=[C:6]([CH3:8])[CH:5]=[C:4]([N+:10]([O-:12])=[O:11])[C:3]=1[OH:9]. Procedure: To 2-fluoro-4-methylphenol (500 mg, 3.96 mmol) in dichloromethane (5 mL) at room temperature was added dropwise nitric acid 70% (0.4 mL, 4.44 mmol) [exotherm observed]. After 15 min more washed with water, dried, evaporated to give 2-fluoro-4-methyl-6-nitrophenol D15 (400 mg, 2.337 mmol, 59.0% yield) as a yellow solid.